From a dataset of the Open Reaction Database (ORD), a public repository of structured organic reaction records. describe an organic reaction: reactants, conditions, products, and yield Starting materials: Brc1ccncc1, O=C(O)c1ccc(B(O)O)cc1, CCOC(C)=O, Cc1ccccc1, Cl, [Na+], [Na+], O=C([O-])[O-], O, c1ccc(P(c2ccccc2)(c2ccccc2)[Pd](P(c2ccccc2)(c2ccccc2)c2ccccc2)(P(c2ccccc2)(c2ccccc2)c2ccccc2)P(c2ccccc2)(c2ccccc2)c2ccccc2)cc1. The product is Cl, O=C(O)c1ccc(-c2ccncc2)cc1. As a reaction SMILES: [Br:2][c:3]1[cH:4][cH:5][n:6][cH:7][cH:8]1.[C:9](=[O:10])([OH:11])[c:12]1[cH:13][cH:14][c:15]([B:18]([OH:19])[OH:20])[cH:16][cH:17]1.[CH3:27][CH2:28][O:29][C:30](=[O:31])[CH3:32].[CH3:33][c:34]1[cH:35][cH:36][cH:37][cH:38][cH:39]1.[ClH:1].[Na+:21].[Na+:22].[O-:23][C:24](=[O:25])[O-:26].[OH2:40].[cH:41]1[cH:42][cH:43][c:44]([P:45]([Pd:46]([P:47]([c:48]2[cH:49][cH:50][cH:51][cH:52][cH:53]2)([c:54]2[cH:55][cH:56][cH:57][cH:58][cH:59]2)[c:60]2[cH:61][cH:62][cH:63][cH:64][cH:65]2)([P:66]([c:67]2[cH:68][cH:69][cH:70][cH:71][cH:72]2)([c:73]2[cH:74][cH:75][cH:76][cH:77][cH:78]2)[c:79]2[cH:80][cH:81][cH:82][cH:83][cH:84]2)[P:85]([c:86]2[cH:87][cH:88][cH:89][cH:90][cH:91]2)([c:92]2[cH:93][cH:94][cH:95][cH:96][cH:97]2)[c:98]2[cH:99][cH:100][cH:101][cH:102][cH:103]2)([c:104]2[cH:105][cH:106][cH:107][cH:108][cH:109]2)[c:110]2[cH:111][cH:112][cH:113][cH:114][cH:115]2)[cH:116][cH:117]1>>[ClH:1].[c:3]1(-[c:15]2[cH:14][cH:13][c:12]([C:9](=[O:10])[OH:11])[cH:17][cH:16]2)[cH:4][cH:5][n:6][cH:7][cH:8]1. Reactants: ClCCl, ClC(Cl)Cl, CN1C(=C2SC(=Nc3cccc(N)c3)N(Cc3ccccc3)C2=O)Sc2ccccc21, O=C1CCC(=O)O1. Yields the product CN1C(=C2SC(=Nc3cccc(NC(=O)CCC(=O)O)c3)N(Cc3ccccc3)C2=O)Sc2ccccc21. As a reaction SMILES: [Cl:32][CH2:33][Cl:34].[Cl:42][CH:43]([Cl:44])[Cl:45].[NH2:1][c:2]1[cH:3][c:4]([N:8]=[C:9]2[S:10][C:11](=[C:22]3[S:23][c:24]4[c:25]([cH:28][cH:29][cH:30][cH:31]4)[N:26]3[CH3:27])[C:12](=[O:21])[N:13]2[CH2:14][c:15]2[cH:16][cH:17][cH:18][cH:19][cH:20]2)[cH:5][cH:6][cH:7]1.[O:35]=[C:36]1[CH2:37][CH2:38][C:39](=[O:40])[O:41]1>>[NH:1]([c:2]1[cH:3][c:4]([N:8]=[C:9]2[S:10][C:11](=[C:22]3[S:23][c:24]4[c:25]([cH:28][cH:29][cH:30][cH:31]4)[N:26]3[CH3:27])[C:12](=[O:21])[N:13]2[CH2:14][c:15]2[cH:16][cH:17][cH:18][cH:19][cH:20]2)[cH:5][cH:6][cH:7]1)[C:39]([CH2:38][CH2:37][C:36](=[O:35])[OH:41])=[O:40]. Reactants: C1(=CC=CC=C1)C1=NNC(=C1)N (3-phenyl-1H-pyrazol-5-amine), C(C)(=O)C(C(=O)OC)CC(=O)OC (dimethyl 2-acetylsuccinate). The reagents and catalysts are O.C1(=CC=C(C=C1)S(=O)(=O)O)C (p-toluenesulfonic acid monohydrate). The solvent is C=1(C(=CC=CC1)C)C (xylene). Yields the product CC=1NC=2N(C(C1CC(=O)OC)=O)N=C(C2)C2=CC=CC=C2 (Methyl 2-(5-methyl-7-oxo-2-phenyl-4,7-dihydropyrazolo[1,5-a]pyrimidin-6-yl)acetate). The yield is 85.8%. Reaction SMILES: [C:1]1([C:7]2[CH:11]=[C:10]([NH2:12])[NH:9][N:8]=2)[CH:6]=[CH:5][CH:4]=[CH:3][CH:2]=1.[C:13]([CH:16]([CH2:21][C:22]([O:24][CH3:25])=[O:23])[C:17](OC)=[O:18])(=O)[CH3:14]>C1(C)C(C)=CC=CC=1.O.C1(C)C=CC(S(O)(=O)=O)=CC=1>[CH3:14][C:13]1[NH:12][C:10]2[N:9]([N:8]=[C:7]([C:1]3[CH:2]=[CH:3][CH:4]=[CH:5][CH:6]=3)[CH:11]=2)[C:17](=[O:18])[C:16]=1[CH2:21][C:22]([O:24][CH3:25])=[O:23] |f:3.4|. Procedure details: To a solution of 3-phenyl-1H-pyrazol-5-amine (4 g, 25.1 mmol) and dimethyl 2-acetylsuccinate (12 mL, 74.0 mmol) in xylene (120 mL) was added p-toluenesulfonic acid monohydrate (50 mg, 0.263 mmol). The reaction mixture was heated at reflux under a Dean-Stark trap for 20 h. The solid was filtered and washed with hexanes to afford the title compound (6.4 g, 86%). 1H-NMR (400 MHz, MeOD) δ ppm 2.37 (3H, s), 3.66 (2H, s), 3.72 (3H, s), 6.46 (1H, s), 7.34-7.53 (3H, m), 7.87-8.06 (2H, m). The reactants are O=C[C@H](O)[C@@H](O)[C@H](O)[C@H](O)CO (glucose), OP(=O)(O)[O-].[K+] (KH2PO4), [OH-].[Na+] (NaOH), S(=O)(=O)([O-])[O-].[NH4+].[NH4+] (ammonium sulfate), FeSO4.7H2O, MnSO4.4H2O, 1-L. Reagents/catalysts: [Pt] (platinum). Reaction conditions: temperature 120 celsius, time 24 hour. Yields the product N[C@@H](CCCCN)C(=O)O (L-Lysine). Reaction SMILES: O=[CH:2][C@@H:3]([C@H:5]([C@@H:7]([C@@H:9]([CH2:11][OH:12])O)O)O)O.OP([O-])(O)=O.[K+].[OH-:19].[Na+].S([O-])([O-])(=O)=O.[NH4+:26].[NH4+:27]>[Pt]>[NH2:26][C@H:9]([C:11]([OH:12])=[O:19])[CH2:7][CH2:5][CH2:3][CH2:2][NH2:27] |f:1.2,3.4,5.6.7|. Reported procedure: A medium containing 40 g/L of glucose, 0.6 g/L (as nitrogen) of soybean protein hydrolysate, 1 g/L of KH2PO4, 5.6 g/L of NaOH, 1.0 g/L of ammonium sulfate, 10 mg/L of FeSO4.7H2O and 10 mg/L of MnSO4.4H2O (pH 6.0) was introduced into 1-L volume small glass fermentation tank in a volume of 300 mL and sterilized by heating at 120° C. for 20 minutes. After the fermentation tank was cooled to 31.5° C., 5 platinum loops of Escherichia coli W3110(tyrA)/pCABD2 (International Patent Publication WO95/1604... The reactants are Br, COc1ccc2c(c1)CCC2C(=O)O. Product: O=C(O)C1CCc2cc(O)ccc21. RXN SMILES: [BrH:15].[CH3:1][O:2][c:3]1[cH:4][c:5]2[c:9]([cH:10][cH:11]1)[CH:8]([C:12](=[O:13])[OH:14])[CH2:7][CH2:6]2>>[OH:2][c:3]1[cH:4][c:5]2[c:9]([cH:10][cH:11]1)[CH:8]([C:12](=[O:13])[OH:14])[CH2:7][CH2:6]2. Reactants: diazonium salt, ClC1=C(C=CC=C1Cl)O (2,3-dichlorophenol), [OH-].[Na+] (NaOH), Cl (HCl), N(=O)[O-].[Na+] (NaNO2), Cl (HCl), S(=O)(C1=CC=C(C=C1)N)(=O)O (sulphanilic acid). Run in O (H2O), O (H2O). Conditions: time 1 hour. Yields the product ClC1=C(C=CC(=C1Cl)O)N=NC1=CCC(C=C1)=S(=O)=O ((2,3-dichloro-4-hydroxyphenyl)-4-sulphonylphenyldiazene). Yield: 79.4%. RXN SMILES: [N:1]([O-])=O.[Na+].Cl.[S:6]([OH:16])(=[O:15])([C:8]1[CH:13]=[CH:12][C:11]([NH2:14])=[CH:10][CH:9]=1)=O.[Cl:17][C:18]1[C:23]([Cl:24])=[CH:22][CH:21]=[CH:20][C:19]=1[OH:25].[OH-].[Na+]>O>[Cl:24][C:23]1[C:18]([Cl:17])=[C:19]([OH:25])[CH:20]=[CH:21][C:22]=1[N:1]=[N:14][C:11]1[CH:10]=[CH:9][C:8](=[S:6](=[O:15])=[O:16])[CH2:13][CH:12]=1 |f:0.1,5.6|. Procedure: At 0 to 5° C., a solution of 7.6 g (0.11 mol) of NaNO2 in 12 ml of H2O is added dropwise to 50 ml of aqueous HCl (15%) and 18.1 g (0.105 mol) of sulphanilic acid in a 100 ml two-neck flask fitted with internal thermometer and magnetic stirrer. After 1 hour, this diazonium salt suspension is added at 5 to 10° C. to a solution of 16.3 g (0.1 mol) of 2,3-dichlorophenol and 20 g (0.5 mol) of NaOH in 200 ml of H2O. The mixture is allowed to warm to room temperature, stirred for a further 4 hours and ... The reactants are C(C)(C)N(CC)C(C)C (diisopropylethylamine), C(C)S (ethylmercaptan), C(C)(C)(C)OC(N(C(C(=O)O)OC(C)(C)C)CCBr)C(=O)O (N,N-bis-(tert-butoxycarboxy-methyl)-2-bromoethylamine). Run in ClCCl (dichloromethane). Yields the product C(C)(C)(C)OC(N(C(C(=O)O)OC(C)(C)C)CCSCC)C(=O)O (N,N-Bis-(tert-butoxycarboxy-methyl)-S-ethyl-2-mercaptoethylamine). RXN SMILES: [C:1]([O:5][CH:6]([C:20]([OH:22])=[O:21])[N:7]([CH2:17][CH2:18]Br)[CH:8]([O:12][C:13]([CH3:16])([CH3:15])[CH3:14])[C:9]([OH:11])=[O:10])([CH3:4])([CH3:3])[CH3:2].C(N(C(C)C)CC)(C)C.[CH2:32]([SH:34])[CH3:33]>ClCCl>[C:1]([O:5][CH:6]([C:20]([OH:22])=[O:21])[N:7]([CH2:17][CH2:18][S:34][CH2:32][CH3:33])[CH:8]([O:12][C:13]([CH3:16])([CH3:15])[CH3:14])[C:9]([OH:11])=[O:10])([CH3:4])([CH3:3])[CH3:2]. Procedure: 3.52 g (10 mmol) of N,N-bis-(tert-butoxycarboxy-methyl)-2-bromoethylamine is dissolved in 50 ml of absolute dichloromethane and mixed with 1.29 g (10 mmol) of diisopropylethylamine and 0.621 g (10 mmol) of ethylmercaptan. The reaction mixture is refluxed overnight. Then, the solution is extracted twice with semi-saturated, aqueous sodium bicarbonate solution. The organic phase is dried on sodium sulfate, and the solvent is evaporated in a vacuum. The residue is chromatographed on silica gel (elu... Starting materials: C(C1=CC=CC=C1)OC(=O)NC1(CC1)C1=C(C(=C(C(=O)CC(=O)OCC)C=C1F)F)F (ethyl 4-(1-benzyloxycarbonylaminocyclopropyl)- 2,3,5-trifluorobenzoylacetate), COC(N(C)C)OC (N,N-dimethylformamide-dimethylacetal), CC(CO)N (DL-2-amino-1-propanol). Run in C1=CC=CC=C1 (benzene), C1(=CC=CC=C1)C (toluene). Reaction conditions: time 17 hour. Product: C(C1=CC=CC=C1)OC(=O)NC1(CC1)C1=C(C(=C(C(=O)C(C(=O)OCC)=CNC(CO)C)C=C1F)F)F (ethyl 2-[4-(1-benzyloxycarbonylaminocyclopropyl)-2,3,5trifluorobenzoyl]-3-(2-hydroxy-1-methylethylamino)acrylate). The yield is 86.2%. Reaction SMILES: [CH2:1]([O:8][C:9]([NH:11][C:12]1([C:15]2[C:28]([F:29])=[CH:27][C:18]([C:19]([CH2:21][C:22]([O:24][CH2:25][CH3:26])=[O:23])=[O:20])=[C:17]([F:30])[C:16]=2[F:31])[CH2:14][CH2:13]1)=[O:10])[C:2]1[CH:7]=[CH:6][CH:5]=[CH:4][CH:3]=1.[CH3:32]OC(OC)N(C)C.[CH3:40][CH:41]([NH2:44])[CH2:42][OH:43]>C1C=CC=CC=1.C1(C)C=CC=CC=1>[CH2:1]([O:8][C:9]([NH:11][C:12]1([C:15]2[C:28]([F:29])=[CH:27][C:18]([C:19]([C:21](=[CH:32][NH:44][CH:41]([CH3:40])[CH2:42][OH:43])[C:22]([O:24][CH2:25][CH3:26])=[O:23])=[O:20])=[C:17]([F:30])[C:16]=2[F:31])[CH2:13][CH2:14]1)=[O:10])[C:2]1[CH:7]=[CH:6][CH:5]=[CH:4][CH:3]=1. Procedure details: In 30 ml of benzene was dissolved 3.00 g of ethyl 4-(1-benzyloxycarbonylaminocyclopropyl)- 2,3,5-trifluorobenzoylacetate. To the resulting solution was added 3.69 g of N,N-dimethylformamide-dimethylacetal. The resulting mixture was refluxed for 30 minutes. The reaction mixture was concentrated under reduced pressure. The residue obtained was dissolved in 15 ml of toluene. To the resulting solution was added 518 mg of DL-2-amino-1-propanol. The resulting mixture was stirred at room temperature fo...